From a dataset of the Open Reaction Database (ORD), a public repository of structured organic reaction records. describe an organic reaction: reactants, conditions, products, and yield Starting materials: C[O-].[Na+] (Sodium methoxide), C(C)(C)[C@H]1[C@@H](C[C@@H](CC1)C)OC(=O)N1[C@@H](C(CC=C1)=O)C1=C(C=C(C=C1)F)C (2-(R)-(4-Fluoro-2-methyl-phenyl)-oxo-3,4-dihydro-2H-pyridine-1-carboxylic acid (1R, 2S, 5R)-2-isopropyl-5-methyl-cyclohexyl ester). Solvent: CO (MeOH). The product is FC1=CC(=C(C=C1)[C@@H]1NC=CC(C1)=O)C (2-(R)-(4-Fluoro-2-methyl-phenyl)-2,3-dihydro-1H-pyridin-4-one). The yield is 161.0%. Reaction SMILES: C[O-:2].[Na+].C([C@@H]1CC[C@@H](C)C[C@H]1OC([N:17]1[CH:22]=[CH:21][CH2:20][C:19](=O)[C@H:18]1[C:24]1[CH:29]=[CH:28][C:27]([F:30])=[CH:26][C:25]=1[CH3:31])=O)(C)C>CO>[F:30][C:27]1[CH:28]=[CH:29][C:24]([C@H:18]2[CH2:19][C:20](=[O:2])[CH:21]=[CH:22][NH:17]2)=[C:25]([CH3:31])[CH:26]=1 |f:0.1|. Reported procedure: Sodium methoxide (100 mg) was added to a solution of intermediate 6b (170 mg) in MeOH (15 mL) under a nitrogen atmosphere. The mixture was refluxed for two hours, and the solvent was removed in vacuo. The residue was partitioned between water (10 mL) and AcOEt (15 mL). The layers were separated, and the aqueous phase was extracted with further AcOEt (4×10 mL). The combined organic extracts were washed with brine (10 mL), dried and concentrated in vacuo to give the title compound (145 mg) as a li...